This data is from the Open Reaction Database (ORD), a public repository of structured organic reaction records. The task is: describe an organic reaction: reactants, conditions, products, and yield The reactants are sulfate salt, CSC(N)=N (2-methyl-2-thiopseudourea), [OH-].[Na+] (sodium hydroxide), C(C1=CC=CC=C1)OC(=O)Cl (Benzylchloroformate). Conditions: time 20 hour. Yields the product C(C1=CC=CC=C1)OC(=O)NC(SC)=NC(=O)OCC1=CC=CC=C1 (N,N'-Bis(benzyloxycarbonyl)-S-methyl-isothiourea). Isolated yield 97.0%. As a reaction SMILES: [CH2:1]([O:8][C:9](Cl)=[O:10])[C:2]1[CH:7]=[CH:6][CH:5]=[CH:4][CH:3]=1.[CH3:12][S:13][C:14](=[NH:16])[NH2:15].[OH-:17].[Na+]>>[CH2:1]([O:8][C:9]([NH:16][C:14](=[N:15][C:9]([O:8][CH2:1][C:2]1[CH:7]=[CH:6][CH:5]=[CH:4][CH:3]=1)=[O:17])[S:13][CH3:12])=[O:10])[C:2]1[CH:7]=[CH:6][CH:5]=[CH:4][CH:3]=1 |f:2.3|. Procedure details: Benzylchloroformate (161 mL, 1075 mmol, Aldrich, 95%) was added slowly through an addition funnel at room temperature with vigorous stirring to a solution of the sulfate salt of 2-methyl-2-thiopseudourea (74.6 g, 525 mmol) in 1N sodium hydroxide solution (1050 mL, 1050 mmol) in a 5 L three-necked round bottom flask, equipped with a 250 mL addition funnel. After the addition, stirring was continued and the reaction was monitored by TLC. The reaction was finished in ca. 20 hours. After all mono-CB... Starting materials: C1(=CC=CC=C1)[C@H](CC)N ((S)-1-Phenyl propylamine), CS(=O)(=O)NC=1C(=NC2=CC=CC=C2C1C(=O)O)C1=CC=CC=C1 (3-[(methylsulfonyl)amino]-2-phenylquinoline-4-carboxylic acid), C1=CC=C2C(=C1)N=NN2O.O (HOBT hydrate), CN1CCOCC1 (4-methylmorpholine), CCN=C=NCCCN(C)C (EDCI). Run in O1CCCC1 (tetrahydrofuran). Reaction conditions: time 12 hour. Product: CS(=O)(=O)NC=1C(=NC2=CC=CC=C2C1C(=O)N[C@@H](CC)C1=CC=CC=C1)C1=CC=CC=C1 (3-[(Methylsulfonyl)amino]-2-phenyl-N-[(1S)-1-phenylpropyl]quinolin-4-carboxamide). Isolated yield 15.2%. RXN SMILES: [CH3:1][S:2]([NH:5][C:6]1[C:7]([C:19]2[CH:24]=[CH:23][CH:22]=[CH:21][CH:20]=2)=[N:8][C:9]2[C:14]([C:15]=1[C:16]([OH:18])=O)=[CH:13][CH:12]=[CH:11][CH:10]=2)(=[O:4])=[O:3].C1C=C2N=NN(O)C2=CC=1.O.CN1CCOCC1.CCN=C=NCCCN(C)C.[C:54]1([C@@H:60]([NH2:63])[CH2:61][CH3:62])[CH:59]=[CH:58][CH:57]=[CH:56][CH:55]=1>O1CCCC1>[CH3:1][S:2]([NH:5][C:6]1[C:7]([C:19]2[CH:24]=[CH:23][CH:22]=[CH:21][CH:20]=2)=[N:8][C:9]2[C:14]([C:15]=1[C:16]([NH:63][C@H:60]([C:54]1[CH:59]=[CH:58][CH:57]=[CH:56][CH:55]=1)[CH2:61][CH3:62])=[O:18])=[CH:13][CH:12]=[CH:11][CH:10]=2)(=[O:4])=[O:3] |f:1.2|. Reported procedure: A solution of 3-[(methylsulfonyl)amino]-2-phenylquinoline-4-carboxylic acid (1c) (342 mg, 1.0 mmol), HOBT hydrate (231 mg, 1.5 mmol), 4-methylmorpholine (276 μL, 1.5 mmol) in tetrahydrofuran (50 ml) was added EDCI (289 mg, 1.5 mmol) at RT under N2. (S)-1-Phenyl propylamine (135 mg, 1.0 mmol) was then added and the reaction mixture stirred at RT for 12 h. All solvent was removed in vacuo and the residue was partitioned between ethyl acetate and 10% aqueous sodium bicarbonate solution, dried over ...